Dataset: the Open Reaction Database (ORD), a public repository of structured organic reaction records. Task: describe an organic reaction: reactants, conditions, products, and yield Starting materials: COC(=O)C1(CCCCC1)CI (1-Iodomethyl-cyclohexanecarboxylic acid methyl ester), C(C)(=S)[O-].[K+] (Potassium thioacetate), O (water). The solvent is CN(C)C=O (DMF). Reaction conditions: temperature 10 celsius, time 18 hour. Product: COC(=O)C1(CCCCC1)CSC(C)=O (1-Acetylsulfanylmethyl-cyclohexanecarboxylic acid methyl ester). Isolated yield 81.4%. Reaction SMILES: [CH3:1][O:2][C:3]([C:5]1([CH2:11]I)[CH2:10][CH2:9][CH2:8][CH2:7][CH2:6]1)=[O:4].[C:13]([O-:16])(=[S:15])[CH3:14].[K+].O>CN(C=O)C>[CH3:1][O:2][C:3]([C:5]1([CH2:11][S:15][C:13](=[O:16])[CH3:14])[CH2:10][CH2:9][CH2:8][CH2:7][CH2:6]1)=[O:4] |f:1.2|. Procedure: To a cold solution of crude 1261-B (109 mmol) in DMF (90 ml) was added Potassium thioacetate (1.2 equiv, 131 mmol, 15 g) maintaining temperature below 30° C. The reaction was stirred for 18 h then cooled to 10° C. and water (160 mL) was added. Reaction was extracted with EtOAc and washed with NaHCO3 sat., then brine. The dark organic layer was dried over MgSO4, filtered and concentrated down to a dark oil. Purification—HPFC (High Pressure Flash Chromatography) 75+M prepacked silica cartridge (1 ... Reactants: ester, C=1N=C(C2=C(N1)N(C=N2)[C@H]3[C@@H]([C@@H]([C@H](O3)COP(=O)(O)OP(=O)(O)OC[C@@H]4[C@H]([C@H]([C@@H](O4)N5C=CCC(=C5)C(=O)N)O)O)O)O)N (NADH), CCOCCOCCO (carbitol), [OH-].[Na+] (NaOH). The solvent is 3. Conditions: time 3 hour. The product is C([C@@H]1[C@H]([C@@H]([C@H]([C@@H](O1)O)O)O)O)OP(=O)(O)O (Glucose-6-Phosphate). Reaction SMILES: C1N=C(N)C2N=CN([C@@H]3O[C@H](COP([O:20][P:21]([O:24][CH2:25][C@H:26]4[O:30][C@@H:29](N5C=C(C(N)=O)CC=C5)[C@H:28]([OH:40])[C@@H:27]4[OH:41])([OH:23])=[O:22])(O)=O)[C@@H](O)[C@H]3O)C=2N=1.[OH-:45].[Na+].C[CH2:48][O:49]CCOCCO>>[CH2:25]([O:24][P:21]([OH:23])([OH:20])=[O:22])[C@H:26]1[O:30][C@@H:29]([OH:45])[C@H:28]([OH:40])[C@@H:27]([OH:41])[C@@H:48]1[OH:49] |f:1.2|. Procedure: To 0.5 ml G-6-PDH (2.5 mg/ml, 777 lV/mg) was added 20 mg G-6-PNa2, 20 mg NADH, 150 μl of carbitol and the NHS ester prepared above in 3 1 μl aliquots followed by a 0.05 μl aliquot over a period of about 3 hrs while maintaining the pH with 0.1 N NaOH between 8.55-8.77, to provide an amitriptyline-enzyme mole ratio of about 58.3. The reaction mixture was then chromatographed over Sephadex G-50 M (80 ml column) employing 0.05 M carbonate buffer (pH9.6) as eluent, collecting 20 drop fractions with f... The reactants are solution, ClC1=CC(=CC=C1)C(=O)OO (m-chloroperbenzoic acid), C1=NC=CC=2CCCCC12 (5,6,7,8-Tetrahydroisoquinoline), C([O-])([O-])=O.[Na+].[Na+] (sodium carbonate), aqueous solution. Run in C(Cl)Cl (methylene chloride), C(Cl)Cl (methylene chloride). Product: C1=[N+](C=CC=2CCCCC12)[O-] (5,6,7,8-Tetrahydroisoquinoline-2-oxide). As a reaction SMILES: [CH:1]1[C:10]2[CH2:9][CH2:8][CH2:7][CH2:6][C:5]=2[CH:4]=[CH:3][N:2]=1.C(=O)([O-])[O-:12].[Na+].[Na+].ClC1C=CC=C(C(OO)=O)C=1>C(Cl)Cl>[CH:1]1[C:10]2[CH2:9][CH2:8][CH2:7][CH2:6][C:5]=2[CH:4]=[CH:3][N+:2]=1[O-:12] |f:1.2.3|. Reported procedure: 5,6,7,8-Tetrahydroisoquinoline (10 g) was added to methylene chloride (100 ml) and a 10% aqueous solution (100 ml) of sodium carbonate. Under vigorous stirring, a 70% solution of m-chloroperbenzoic acid (20 g) in methylene chloride (100 ml) was dropped thereinto at 0° C. Then the reaction solution was extracted with methylene chloride. The methylene chloride layer was washed with brine, dried and concentrated under reduced pressure. The resulting residue was purified by silica gel column chromat... The reactants are COC=1C=C2C(=CC=NC2=CC1OC)OC1=C(C=C(C=C1C)N)C (4-(6,7-dimethoxy-quinolin-4-yloxy)-3,5-dimethyl-phenylamine), FC1=CC=C(C=C1)N1C(N(C=C(C1=O)C(=O)O)C(C)C)=O (3-(4-fluorophenyl)-1-isopropyl-2,4-dioxo-1,2,3,4-tetrahydropyrimidine-5-carboxylic acid). Yields the product COC=1C=C2C(=CC=NC2=CC1OC)OC1=C(C=C(C=C1C)NC(=O)C=1C(N(C(N(C1)C(C)C)=O)C1=CC=C(C=C1)F)=O)C (3-(4-Fluoro-phenyl)-1-isopropyl-2,4-dioxo-1,2,3,4-tetrahydro-pyrimidine-5-carboxylic acid [4-(6,7-dimethoxy-quinolin-4-yloxy)-3,5-dimethyl-phenyl]-amide). Reaction SMILES: [CH3:1][O:2][C:3]1[CH:4]=[C:5]2[C:10](=[CH:11][C:12]=1[O:13][CH3:14])[N:9]=[CH:8][CH:7]=[C:6]2[O:15][C:16]1[C:21]([CH3:22])=[CH:20][C:19]([NH2:23])=[CH:18][C:17]=1[CH3:24].[F:25][C:26]1[CH:31]=[CH:30][C:29]([N:32]2[C:37](=[O:38])[C:36]([C:39](O)=[O:40])=[CH:35][N:34]([CH:42]([CH3:44])[CH3:43])[C:33]2=[O:45])=[CH:28][CH:27]=1>>[CH3:1][O:2][C:3]1[CH:4]=[C:5]2[C:10](=[CH:11][C:12]=1[O:13][CH3:14])[N:9]=[CH:8][CH:7]=[C:6]2[O:15][C:16]1[C:17]([CH3:24])=[CH:18][C:19]([NH:23][C:39]([C:36]2[C:37](=[O:38])[N:32]([C:29]3[CH:28]=[CH:27][C:26]([F:25])=[CH:31][CH:30]=3)[C:33](=[O:45])[N:34]([CH:42]([CH3:44])[CH3:43])[CH:35]=2)=[O:40])=[CH:20][C:21]=1[CH3:22]. Procedure: This compound was synthesized using 4-(6,7-dimethoxy-quinolin-4-yloxy)-3,5-dimethyl-phenylamine and 3-(4-fluorophenyl)-1-isopropyl-2,4-dioxo-1,2,3,4-tetrahydropyrimidine-5-carboxylic acid using the procedure for example 1. mp=180-182° C.; LCMS m/z=599 (M+1); 1H NMR (DMSO-d6) δ: 10.89 (s, 1H), 8.65 (s, 1H), 8.41 (d, 1H, J=5 Hz), 7.60 (s, 1H), 7.58 (s, 2H), 7.45-7.33 (m, 5H), 6.19 (d, 1H, J=7 Hz), 4.18 (p, 1H, J=7 Hz), 3.95 (d, 6H, J=6 Hz), 2.05 (s, 6H), 1.45 (d, 6H, J=7 Hz). The reactants are ClC=1C(=C(N)C=CC1C)C (3-chloro-2,4-dimethyl-aniline), Na2NO2, NC(=O)N (urea), OS(=O)(=O)O (H2SO4). The reagents and catalysts are [O-]S(=O)(=O)[O-].[Cu+2] (CuSO4). Solvent: O (H2O), O (water), O (water). Reaction conditions: temperature 0 celsius, time 1 hour. The product is ClC=1C(=C(C=CC1C)O)C (3-Chloro-2,4-dimethylphenol). RXN SMILES: [Cl:1][C:2]1[C:3]([CH3:10])=[C:4]([CH:6]=[CH:7][C:8]=1[CH3:9])N.[OH:11]S(O)(=O)=O.NC(N)=O>O.[O-]S([O-])(=O)=O.[Cu+2]>[Cl:1][C:2]1[C:3]([CH3:10])=[C:4]([OH:11])[CH:6]=[CH:7][C:8]=1[CH3:9] |f:4.5|. Reported procedure: To a suspension of 3-chloro-2,4-dimethyl-aniline (0.47 g, 3.0 mmol), in a mixture of water (3 mL) and conc. H2SO4 (2 ml), a solution of Na2NO2 (0.22 g) in H2O (5 ml) was added dropwise at 0° C. The mixture was stirred 1 h at 0° C., than treated with urea (0.2 g), stirred for 10 min at 0° C. A solution of CuSO4 (1.0 g) in water (6 mL) was added and the mixture was stirred for 60 h at RT. The reaction mixture was extracted with CH2Cl2 (2×20 ml), extracts were dried over Na2SO4 and evaporated. The ...